Task: describe an organic reaction: reactants, conditions, products, and yield. Dataset: the Open Reaction Database (ORD), a public repository of structured organic reaction records Starting materials: C(C)(=O)O[BH-](OC(C)=O)OC(C)=O.[Na+] (sodium triacetoxyborohydride), C(C)(C)(C)OC(=O)NC[C@@H](C(=O)O)CC1=C(C=CC(=C1)Cl)OC ((2S)-3-[(tert-butoxycarbonyl)amino]-2-(5-chloro-2-methoxybenzyl)propionic acid), CS(=O)(=O)O (methane sulfonic acid), COC1=C(C=O)C(=CC(=C1)OC)OC (2,4,6-trimethoxybenzaldehyde), [OH-].[Na+] (sodium hydroxide). Run in C(C)N(CC)CC (triethylamine), C(C)(=O)OCC (ethyl acetate). Conditions: time 2 hour. Yields the product ClC=1C=CC(=C(C[C@H](C(=O)O)CNCC2=C(C=C(C=C2OC)OC)OC)C1)OC ((2S)-2-(5-chloro-2-methoxybenzyl)-3-[(2,4,6-trimethoxybenzyl)amino]propionic acid). RXN SMILES: C(O[C:6]([NH:8][CH2:9][C@H:10]([CH2:14][C:15]1[CH:20]=[C:19]([Cl:21])[CH:18]=[CH:17][C:16]=1[O:22][CH3:23])[C:11]([OH:13])=[O:12])=O)(C)(C)C.CS(O)(=O)=O.[CH3:29][O:30][C:31]1[CH:38]=[C:37]([O:39][CH3:40])[CH:36]=[C:35]([O:41][CH3:42])[C:32]=1C=O.C(O[BH-](OC(=O)C)OC(=O)C)(=O)C.[Na+].[OH-].[Na+]>C(OCC)(=O)C.C(N(CC)CC)C>[Cl:21][C:19]1[CH:18]=[CH:17][C:16]([O:22][CH3:23])=[C:15]([CH:20]=1)[CH2:14][C@@H:10]([CH2:9][NH:8][CH2:6][C:32]1[C:35]([O:41][CH3:42])=[CH:36][C:37]([O:39][CH3:40])=[CH:38][C:31]=1[O:30][CH3:29])[C:11]([OH:13])=[O:12] |f:3.4,5.6|. Reported procedure: (2S)-3-[(tert-butoxycarbonyl)amino]-2-(5-chloro-2-methoxybenzyl)propionic acid (10g) was dissolved in ethyl acetate (120 ml), then methane sulfonic acid (9.4 ml) was added at room temperature, and the resulting mixture was stirred at that temperature for 2 hours. To the reaction solution was added triethylamine (20.3 ml), and the mixture was stirred for 13 hours. Then 2,4,6-trimethoxybenzaldehyde (5.7 g) was added and the mixture was stirred for 30 minutes. Next, to the reaction solution, sodium... The product is O=C(O)c1cn(CCCO)c(=O)c2cc(Cl)ccc12. As a reaction SMILES: [CH3:24][CH2:25][OH:26].[Cl:1][c:2]1[cH:3][cH:4][c:5]2[c:6]([C:17](=[O:18])[O:19][CH2:20][CH3:21])[cH:7][n:8]([CH2:13][CH2:14][CH2:15][OH:16])[c:9](=[O:12])[c:10]2[cH:11]1.[K+:23].[OH-:22]>>[Cl:1][c:2]1[cH:3][cH:4][c:5]2[c:6]([C:17](=[O:18])[OH:19])[cH:7][n:8]([CH2:13][CH2:14][CH2:15][OH:16])[c:9](=[O:12])[c:10]2[cH:11]1. Reactants: CCO, CCOC(=O)c1cn(CCCO)c(=O)c2cc(Cl)ccc12, [K+], [OH-]. Starting materials: CC1CCCC(C)C1=O, Cc1cccc(C)c1O, N, [Pt]. Product: Cc1cccc(C)c1N. As a reaction SMILES: [CH3:10][CH:11]1[CH2:12][CH2:13][CH2:14][CH:15]([CH3:16])[C:17]1=[O:18].[CH3:1][c:2]1[c:3]([OH:9])[c:4]([CH3:8])[cH:5][cH:6][cH:7]1.[NH3:19].[Pt:20]>>[CH3:1][c:2]1[c:3]([NH2:19])[c:4]([CH3:8])[cH:5][cH:6][cH:7]1.